Task: describe an organic reaction: reactants, conditions, products, and yield. Dataset: the Open Reaction Database (ORD), a public repository of structured organic reaction records Starting materials: CC(C)(C)S(N)=O, Cl[Cu]Cl, ClCCl, O=CC(F)c1ccccc1. The product is CC(C)(C)S(=O)N=CC(F)c1ccccc1. Reaction SMILES: [CH3:11][C:12]([CH3:13])([CH3:14])[S:15](=[O:16])[NH2:17].[Cl:18][Cu:19][Cl:20].[Cl:21][CH2:22][Cl:23].[F:1][CH:2]([CH:3]=[O:4])[c:5]1[cH:6][cH:7][cH:8][cH:9][cH:10]1>>[F:1][CH:2]([CH:3]=[N:17][S:15]([C:12]([CH3:11])([CH3:13])[CH3:14])=[O:16])[c:5]1[cH:6][cH:7][cH:8][cH:9][cH:10]1.